The task is: describe an organic reaction: reactants, conditions, products, and yield. This data is from the Open Reaction Database (ORD), a public repository of structured organic reaction records. The reactants are C(C)(=O)OC(C(C1=CC=CC=C1)C1=CC=CC=C1)CN(C)C (2-Acetoxy-3-dimethylamino-1,1-diphenyl-propane). Solvent: [OH-].[K+] (potassium hydroxide). Run at time 8 hour. Product: CN(CC(C(C1=CC=CC=C1)C1=CC=CC=C1)O)C (3-dimethylamino-1,1-diphenyl-propan-2-ol). Isolated yield 99.0%. As a reaction SMILES: C([O:4][CH:5]([CH2:19][N:20]([CH3:22])[CH3:21])[CH:6]([C:13]1[CH:18]=[CH:17][CH:16]=[CH:15][CH:14]=1)[C:7]1[CH:12]=[CH:11][CH:10]=[CH:9][CH:8]=1)(=O)C>[OH-].[K+]>[CH3:22][N:20]([CH3:21])[CH2:19][CH:5]([OH:4])[CH:6]([C:13]1[CH:14]=[CH:15][CH:16]=[CH:17][CH:18]=1)[C:7]1[CH:12]=[CH:11][CH:10]=[CH:9][CH:8]=1 |f:1.2|. Procedure: 2-Acetoxy-3-dimethylamino-1,1-diphenyl-propane (200 mg) was dissolved in methanolic potassium hydroxide (5% 10 ml.) and the solution allowed to stand overnight. Solvent was evaporated and the residue dissolved in ether and water. The ether extract was dried and evaporated to give 3-dimethylamino-1,1-diphenyl-propan-2-ol (170 mg., 97%), m.p. 72° - 73°.